This data is from the Open Reaction Database (ORD), a public repository of structured organic reaction records. The task is: describe an organic reaction: reactants, conditions, products, and yield Reactants: ClC1=C(CNC(N(C)[C@@H](CCC(=O)OC)COC(NC=2N=CC3=CC=CC=C3C2)=O)=O)C=CC=C1F ((S)-methyl 4-(3-(2-chloro-3-fluorobenzyl)-1-methylureido)-5-(isoquinolin-3-ylcarbamoyloxy)pentanoate), [Li+].[OH-] (LiOH). Solvent: O1CCOCC1 (1,4-dioxane). Conditions: time 1 hour. Yields the product ClC1=C(CNC(N(C)[C@@H](CCC(=O)[O-])COC(NC=2N=CC3=CC=CC=C3C2)=O)=O)C=CC=C1F.[Li+] (lithium (S)-4-(3-(2-chloro-3-fluorobenzyl)-1-methylureido)-5-(isoquinolin-3-ylcarbamoyloxy)pentanoate). Reaction SMILES: [Cl:1][C:2]1[C:35]([F:36])=[CH:34][CH:33]=[CH:32][C:3]=1[CH2:4][NH:5][C:6](=[O:31])[N:7]([C@H:9]([CH2:16][O:17][C:18](=[O:30])[NH:19][C:20]1[N:21]=[CH:22][C:23]2[C:28]([CH:29]=1)=[CH:27][CH:26]=[CH:25][CH:24]=2)[CH2:10][CH2:11][C:12]([O:14]C)=[O:13])[CH3:8].[Li+:37].[OH-]>O1CCOCC1>[Cl:1][C:2]1[C:35]([F:36])=[CH:34][CH:33]=[CH:32][C:3]=1[CH2:4][NH:5][C:6](=[O:31])[N:7]([C@H:9]([CH2:16][O:17][C:18](=[O:30])[NH:19][C:20]1[N:21]=[CH:22][C:23]2[C:28]([CH:29]=1)=[CH:27][CH:26]=[CH:25][CH:24]=2)[CH2:10][CH2:11][C:12]([O-:14])=[O:13])[CH3:8].[Li+:37] |f:1.2,4.5|. Procedure details: To a solution of (S)-methyl 4-(3-(2-chloro-3-fluorobenzyl)-1-methylureido)-5-(isoquinolin-3-ylcarbamoyloxy)pentanoate (220 mg, 0.43 mmol) in 1,4-dioxane (5 mL) was added LiOH (2N, 1.3 mL, 2.6 mmol). The reaction mixture was stirred at RT for 1 h and concentrated to give lithium (S)-4-(3-(2-chloro-3-fluorobenzyl)-1-methylureido)-5-(isoquinolin-3-ylcarbamoyloxy)pentanoate, which was used without further purification. LRMS (M+H+) m/z 503.2. Reactants: [Br-], BrCc1ccc2ccoc2c1, CCCC[N+](CCCC)(CCCC)CCCC, ClCCl, N#C[Na], O. The product is N#CCc1ccc2ccoc2c1. As a reaction SMILES: [Br-:16].[Br:1][CH2:2][c:3]1[cH:4][c:5]2[c:6]([cH:7][cH:8][o:9]2)[cH:10][cH:11]1.[CH3:17][CH2:18][CH2:19][CH2:20][N+:21]([CH2:22][CH2:23][CH2:24][CH3:25])([CH2:26][CH2:27][CH2:28][CH3:29])[CH2:30][CH2:31][CH2:32][CH3:33].[Cl:34][CH2:35][Cl:36].[Na:12][C:13]#[N:14].[OH2:15]>>[CH2:2]([c:3]1[cH:4][c:5]2[c:6]([cH:7][cH:8][o:9]2)[cH:10][cH:11]1)[C:13]#[N:14]. Reactants: CCOC(=O)c1cnc2nc(N3CCOCC3)nn2c1N, Cc1cc2ncc(C=O)c(N)n2n1. Product: Nc1c(C=O)cnc2nc(N3CCOCC3)nn12. RXN SMILES: [NH2:14][c:15]1[c:16]([C:30](=[O:31])[O:32][CH2:33][CH3:34])[cH:17][n:18][c:19]2[n:20]1[n:21][c:22]([N:24]1[CH2:25][CH2:26][O:27][CH2:28][CH2:29]1)[n:23]2.[NH2:1][c:2]1[n:3]2[n:4][c:5]([CH3:6])[cH:7][c:8]2[n:9][cH:10][c:11]1[CH:12]=[O:13]>>[NH2:14][c:15]1[c:16]([CH:30]=[O:31])[cH:17][n:18][c:19]2[n:20]1[n:21][c:22]([N:24]1[CH2:25][CH2:26][O:27][CH2:28][CH2:29]1)[n:23]2. Starting materials: CC1=C(OCC2=C(C(=O)Cl)C=CC=C2)C=CC=C1 (2-(2-methylphenoxymethyl)benzoyl chloride), N1CCCC1 (pyrrolidine), O (water). Run in COC(C)(C)C (t-butyl methyl ether). Product: CC1=C(OCC2=C(C(=O)N3CCCC3)C=CC=C2)C=CC=C1 (N-[2-(2-methylphenoxymethyl)-benzoyl]-pyrrolidine). The yield is 84.6%. RXN SMILES: [CH3:1][C:2]1[CH:18]=[CH:17][CH:16]=[CH:15][C:3]=1[O:4][CH2:5][C:6]1[CH:14]=[CH:13][CH:12]=[CH:11][C:7]=1[C:8](Cl)=[O:9].[NH:19]1[CH2:23][CH2:22][CH2:21][CH2:20]1.O>COC(C)(C)C>[CH3:1][C:2]1[CH:18]=[CH:17][CH:16]=[CH:15][C:3]=1[O:4][CH2:5][C:6]1[CH:14]=[CH:13][CH:12]=[CH:11][C:7]=1[C:8]([N:19]1[CH2:23][CH2:22][CH2:21][CH2:20]1)=[O:9]. Procedure details: At 20 to 30° C., 15.6 g (0.06 mol) of 2-(2-methylphenoxymethyl)benzoyl chloride (EP-A 493 711, page 22) are added dropwise to a solution of 8.53 g (0.12 mol) of pyrrolidine in 40 ml of t-butyl methyl ether. The mixture is admixed with water and the organic phase is separated off, dried over sodium sulphate and concentrated under reduced pressure. The residue crystallizes when stirred with diisopropyl ether. 15 g (84.6% of theory) of N-[2-(2-methylphenoxymethyl)-benzoyl]-pyrrolidine are obtained. Starting materials: C(C)OC(=O)C=1N=C(N(C1C(O)C1=CC=C(C=C1)Cl)C(C)C)Br (2-bromo-5-[(4-chlorophenyl)-hydroxy-methyl]-1-isopropyl-1H-imidazole-4-carboxylic acid ethyl ester), NC1=NC(=NC(=C1)C)C (4-amino-2,6-dimethylpyrimidine). Yields the product C(C)OC(=O)C=1N=C(N(C1C(NC1=NC(=NC(=C1)C)C)C1=CC=C(C=C1)Cl)C(C)C)Br (2-Bromo-5-[(4-chloro-phenyl)-(2,6-dimethyl-pyrimidin-4-ylamino)-methyl]-1-isopropyl-1H-imidazole-4-carboxylic acid ethyl ester). RXN SMILES: [CH2:1]([O:3][C:4]([C:6]1[N:7]=[C:8]([Br:23])[N:9]([CH:20]([CH3:22])[CH3:21])[C:10]=1[CH:11]([C:13]1[CH:18]=[CH:17][C:16]([Cl:19])=[CH:15][CH:14]=1)O)=[O:5])[CH3:2].[NH2:24][C:25]1[CH:30]=[C:29]([CH3:31])[N:28]=[C:27]([CH3:32])[N:26]=1>>[CH2:1]([O:3][C:4]([C:6]1[N:7]=[C:8]([Br:23])[N:9]([CH:20]([CH3:22])[CH3:21])[C:10]=1[CH:11]([C:13]1[CH:18]=[CH:17][C:16]([Cl:19])=[CH:15][CH:14]=1)[NH:24][C:25]1[CH:30]=[C:29]([CH3:31])[N:28]=[C:27]([CH3:32])[N:26]=1)=[O:5])[CH3:2]. Procedure details: The title compound was prepared in analogy to the procedure described for step E2 but using intermediate B and 4-amino-2,6-dimethylpyrimidine. After completion, the reaction mixture was extracted with 1M HCl and washed with a saturated NaHCO3 solution. The organic was dried (Na2SO4), filtered and concentrated. The product was used without further purification. tR: 0.82 min (LC-MS 2); ESI-MS: 506.0/508.1 [M+H]+ (LC-MS 2). Starting materials: C(C)(C)(C)OC(=O)N1[C@@H](C[C@H](C1)O[Si](C)(C)C(C)(C)C)[C@@H](CC(=O)OC)O ((2S,4R)-1-tert-butoxycarbonyl-4-tert-butyldimethylsiloxy-2-[(R)-1-hydroxy-2-(methoxycarbonyl)ethyl]pyrrolidine), [F-].C(CCC)[N+](CCCC)(CCCC)CCCC (tetrabutylammonium fluoride). Solvent: O1CCCC1 (tetrahydrofuran), O1CCCC1 (tetrahydrofuran). Conditions: time 4 hour. The product is C(C)(C)(C)OC(=O)N1[C@@H](C[C@H](C1)O)[C@@H](CC(=O)OC)O ((2S,4R)-N-tert-butoxycarbonyl-4-hydroxy-2-[(R)-1-hydroxy-2-(methoxycarbonyl)ethyl]pyrrolidine). Isolated yield 70.9%. As a reaction SMILES: [C:1]([O:5][C:6]([N:8]1[CH2:12][C@H:11]([O:13][Si](C(C)(C)C)(C)C)[CH2:10][C@H:9]1[C@H:21]([OH:27])[CH2:22][C:23]([O:25][CH3:26])=[O:24])=[O:7])([CH3:4])([CH3:3])[CH3:2].[F-].C([N+](CCCC)(CCCC)CCCC)CCC>O1CCCC1>[C:1]([O:5][C:6]([N:8]1[CH2:12][C@H:11]([OH:13])[CH2:10][C@H:9]1[C@H:21]([OH:27])[CH2:22][C:23]([O:25][CH3:26])=[O:24])=[O:7])([CH3:3])([CH3:4])[CH3:2] |f:1.2|. Procedure: To a solution of (2S,4R)-1-tert-butoxycarbonyl-4-tert-butyldimethylsiloxy-2-[(R)-1-hydroxy-2-(methoxycarbonyl)ethyl]pyrrolidine (2.40 g, 5.95 mmol) in tetrahydrofuran (24 ml) was dropwise added a 1M tetrabutylammonium fluoride--tetrahydrofuran solution (7.14 ml) at room temperature. The mixture was stirred at the same temperature for 4 h. The reaction solution was washed with saturated aqueous sodium chloride, and dried over anhydrous magnesium sulfate. The solvent was removed in vacuo. The resi... Reactants: ClC1=NC(=CC(=C1[N+](=O)[O-])NC(OC(C)(C)C)=O)Cl (tert-butyl 2,6-dichloro-3-nitropyridin-4-ylcarbamate), N1=CC=CC2=CC(=CC=C12)CN (quinolin-6-ylmethanamine). Yield: 95.4%. Yields the product ClC1=CC(=C(C(=N1)NCC=1C=C2C=CC=NC2=CC1)[N+](=O)[O-])NC(OC(C)(C)C)=O (tert-Butyl 6-chloro-3-nitro-2-(quinolin-6-ylmethylamino)pyridin-4-ylcarbamate). Procedure details: A solution of tert-butyl 2,6-dichloro-3-nitropyridin-4-ylcarbamate (1.2 g, 3.9 mmol) and quinolin-6-ylmethanamine (616 mg, 3.9 mmol) in CH3CN (15 mL) and Et3N (1 mL) was stirred at 80° C. for 1 h. After cooled to room temperature, the mixture was concentrated. The residue was purified by chromatography to afford the title compound (1.60 g). MS (m/z): 430 (M+1)+. Reaction SMILES: Cl[C:2]1[C:7]([N+:8]([O-:10])=[O:9])=[C:6]([NH:11][C:12](=[O:18])[O:13][C:14]([CH3:17])([CH3:16])[CH3:15])[CH:5]=[C:4]([Cl:19])[N:3]=1.[N:20]1[C:29]2[C:24](=[CH:25][C:26]([CH2:30][NH2:31])=[CH:27][CH:28]=2)[CH:23]=[CH:22][CH:21]=1>CC#N.CCN(CC)CC>[Cl:19][C:4]1[N:3]=[C:2]([NH:31][CH2:30][C:26]2[CH:25]=[C:24]3[C:29](=[CH:28][CH:27]=2)[N:20]=[CH:21][CH:22]=[CH:23]3)[C:7]([N+:8]([O-:10])=[O:9])=[C:6]([NH:11][C:12](=[O:18])[O:13][C:14]([CH3:17])([CH3:16])[CH3:15])[CH:5]=1. The solvent is CC#N (CH3CN), CCN(CC)CC (Et3N). Starting materials: ClCCCCC=C (6-chloro-1-hexene), CN1C=NC=C1 (1-methylimidazole). Run at time 4 hour. The product is [Cl-].C[N+]1=CN(C=C1)CCCCC=C (1-methyl-3-5-hexenyl imidazolium chloride). RXN SMILES: [Cl:1][CH2:2][CH2:3][CH2:4][CH2:5][CH:6]=[CH2:7].[CH3:8][N:9]1[CH:13]=[CH:12][N:11]=[CH:10]1>>[Cl-:1].[CH3:8][N+:9]1[CH:13]=[CH:12][N:11]([CH2:2][CH2:3][CH2:4][CH2:5][CH:6]=[CH2:7])[CH:10]=1 |f:2.3|. Procedure details: The procedure of Example 1 was repeated with minor changes. 51.0 g of 6-chloro-1-hexene (Aldrich) and 35.3 g of 1-methylimidazole (Aldrich) were added into a 2000 ml three-neck round-bottom flask. The reaction temperature was set from 75 to 80° C. After four hours the milk-like solution transferred into a homogenous solution. The reaction was continued for three days. Then, the product was washed with ethyl acetate five times. After that, it was dried under vacuum for three days.